From a dataset of the Open Reaction Database (ORD), a public repository of structured organic reaction records. describe an organic reaction: reactants, conditions, products, and yield The reactants are ClC(=O)OCCCC (n-butyl chloroformate), solid, [H-].[Na+] (sodium hydride), O=C1NC(=C2C1=C(NC2=O)C2=CC=CC=C2)C2=CC=CC=C2 (1,4-diketo-2,5-dihydro-3,6-diphenyl-pyrrolo[3,4-c]pyrrole). Solvent: O1CCCC1 (tetrahydrofuran). Run at time 24 hour. Product: C(CCC)OC(=O)N1C(C2=C(N(C(C2=C1C1=CC=CC=C1)=O)C(=O)OCCCC)C1=CC=CC=C1)=O (N,N'-bis(n-butoxycarbonyl)-1,4-diketo-2,5-dihydro-3,6-diphenyl-pyrrolo[3,4-c]pyrrole). Reaction SMILES: [H-].[Na+].[O:3]=[C:4]1[C:8]2=[C:9]([C:13]3[CH:18]=[CH:17][CH:16]=[CH:15][CH:14]=3)[NH:10][C:11](=[O:12])[C:7]2=[C:6]([C:19]2[CH:24]=[CH:23][CH:22]=[CH:21][CH:20]=2)[NH:5]1.Cl[C:26]([O:28][CH2:29][CH2:30][CH2:31][CH3:32])=[O:27]>O1CCCC1>[CH2:29]([O:28][C:26]([N:10]1[C:9]([C:13]2[CH:18]=[CH:17][CH:16]=[CH:15][CH:14]=2)=[C:8]2[C:7](=[C:6]([C:19]3[CH:20]=[CH:21][CH:22]=[CH:23][CH:24]=3)[N:5]([C:26]([O:28][CH2:29][CH2:30][CH2:31][CH3:32])=[O:27])[C:4]2=[O:3])[C:11]1=[O:12])=[O:27])[CH2:30][CH2:31][CH3:32] |f:0.1|. Reported procedure: 0.28 g (0.007 mol) of solid sodium hydride is added to a suspension of 0.5 g (0.00175 mol) of 1,4-diketo-2,5-dihydro-3,6-diphenyl-pyrrolo[3,4-c]pyrrole in 17 ml of tetrahydrofuran in an argon atmosphere. After the resulting mixture is stirred for 24 hours, 0.67 ml (0.007 mol) of n-butyl chloroformate is added thereto, and the resulting suspension is stirred overnight. The mixture is filtered, and the filtrate is concentrated under reduced pressure. The residue is taken into water/diethyl ether, ... The reactants are CCCCN, COc1ccc(C(c2ccc(OCC3CO3)cc2)C2CCCc3ccccc32)cc1, CCO. Product: CCCCNCC(O)COc1ccc(C(c2ccc(OC)cc2)C2CCCc3ccccc32)cc1. As a reaction SMILES: [CH2:31]([CH2:32][CH2:33][CH3:34])[NH2:35].[CH3:1][O:2][c:3]1[cH:4][cH:5][c:6]([CH:9]([CH:10]2[CH2:11][CH2:12][CH2:13][c:14]3[cH:15][cH:16][cH:17][cH:18][c:19]32)[c:20]2[cH:21][cH:22][c:23]([O:26][CH2:27][CH:28]3[CH2:29][O:30]3)[cH:24][cH:25]2)[cH:7][cH:8]1.[CH3:36][CH2:37][OH:38]>>[CH3:1][O:2][c:3]1[cH:4][cH:5][c:6]([CH:9]([CH:10]2[CH2:11][CH2:12][CH2:13][c:14]3[cH:15][cH:16][cH:17][cH:18][c:19]32)[c:20]2[cH:21][cH:22][c:23]([O:26][CH2:27][CH:28]([CH2:29][NH:35][CH2:31][CH2:32][CH2:33][CH3:34])[OH:30])[cH:24][cH:25]2)[cH:7][cH:8]1. Starting materials: CO, CCCSc1c(C(=O)NC2C3CC4CC(C3)CC2C4)cnn1-c1ccc(CC(=O)OC)cc1, [Na+], [OH-]. The product is CCCSc1c(C(=O)NC2C3CC4CC(C3)CC2C4)cnn1-c1ccc(CC(=O)O)cc1. RXN SMILES: [CH3:36][OH:37].[CH:1]12[CH:2]([NH:11][C:12](=[O:13])[c:14]3[cH:15][n:16][n:17](-[c:23]4[cH:24][cH:25][c:26]([CH2:29][C:30](=[O:31])[O:32][CH3:33])[cH:27][cH:28]4)[c:18]3[S:19][CH2:20][CH2:21][CH3:22])[CH:3]3[CH2:4][CH:5]([CH2:6][CH:7]([CH2:8]1)[CH2:9]3)[CH2:10]2.[Na+:35].[OH-:34]>>[CH:1]12[CH:2]([NH:11][C:12](=[O:13])[c:14]3[cH:15][n:16][n:17](-[c:23]4[cH:24][cH:25][c:26]([CH2:29][C:30](=[O:31])[OH:32])[cH:27][cH:28]4)[c:18]3[S:19][CH2:20][CH2:21][CH3:22])[CH:3]3[CH2:4][CH:5]([CH2:6][CH:7]([CH2:8]1)[CH2:9]3)[CH2:10]2. Starting materials: FC=1C=C(C=CC1)C1N(CCNC1=O)CC=1C=C(C(N2C=CC=CC12)=O)C(=O)OCC (ethyl 1-{[2-(3-fluorophenyl)-3-oxopiperazin-1-yl]methyl}-4-oxo-4 H-quinolizine-3-carboxylate), C1(=CC=CC=C1)I (phenyliodide), CNCCNC (N,N′-dimethylethylenediamine), C([O-])([O-])=O.[Cs+].[Cs+] (cesium carbonate). The reagents and catalysts are [Cu]I (copper (I) iodide). Run at temperature 100 celsius, time 2 hour. The product is FC=1C=C(C=CC1)C1N(CCN(C1=O)C1=CC=CC=C1)CC=1C=C(C(N2C=CC=CC12)=O)C(=O)O (1-{[2-(3-fluorophenyl)-3-oxo-4-phenylpiperazin-1-yl]methyl}-4-oxo-4H-quinolizine-3-carboxylic acid). RXN SMILES: [F:1][C:2]1[CH:3]=[C:4]([CH:8]2[C:13](=[O:14])[NH:12][CH2:11][CH2:10][N:9]2[CH2:15][C:16]2[CH:17]=[C:18]([C:27]([O:29]CC)=[O:28])[C:19](=[O:26])[N:20]3[C:25]=2[CH:24]=[CH:23][CH:22]=[CH:21]3)[CH:5]=[CH:6][CH:7]=1.[C:32]1(I)[CH:37]=[CH:36][CH:35]=[CH:34][CH:33]=1.CNCCNC.C(=O)([O-])[O-].[Cs+].[Cs+]>[Cu]I>[F:1][C:2]1[CH:3]=[C:4]([CH:8]2[C:13](=[O:14])[N:12]([C:32]3[CH:37]=[CH:36][CH:35]=[CH:34][CH:33]=3)[CH2:11][CH2:10][N:9]2[CH2:15][C:16]2[CH:17]=[C:18]([C:27]([OH:29])=[O:28])[C:19](=[O:26])[N:20]3[C:25]=2[CH:24]=[CH:23][CH:22]=[CH:21]3)[CH:5]=[CH:6][CH:7]=1 |f:3.4.5|. Procedure: A mixture of ethyl 1-{[2-(3-fluorophenyl)-3-oxopiperazin-1-yl]methyl}-4-oxo-4 H-quinolizine-3-carboxylate (0.100 g, 0.236 mmol), phenyliodide (48.2 mg, 0.236 mmol), N,N′-dimethylethylenediamine (4.5 mg, 0.051 mmol), copper (I) iodide (4.5 mg, 0.024 mmol), and 1 N cesium carbonate (0.59 mL, 0.59 mmol) was heated under nitrogen to 100° C. for 18 hours. The reaction was then cooled to room temperature and concentrated in vacuo. The resultant residue was redissolved in 1 mL DMSO, and saturated aqueo... Reactants: CCOC(=O)CBr, O=C([O-])[O-], ClCCl, Cc1c[nH]cn1, [K+], [K+], [K+], [OH-]. Product: CCOC(=O)Cn1cnc(C)c1. RXN SMILES: [Br:15][CH2:16][C:17](=[O:18])[O:19][CH2:20][CH3:21].[C:7](=[O:8])([O-:9])[O-:10].[CH2:22]([Cl:23])[Cl:24].[CH3:1][c:2]1[n:3][cH:4][nH:5][cH:6]1.[K+:11].[K+:12].[K+:14].[OH-:13]>>[CH3:1][c:2]1[n:3][cH:4][n:5]([CH2:16][C:17](=[O:18])[O:19][CH2:20][CH3:21])[cH:6]1. Starting materials: N1(C=NC=C1)C1=CC=C(C=C1)[N+](=O)[O-] (4-(imidazol-1-yl)nitrobenzene), Cl (HCl), O (Water). The reagents and catalysts are [Pd] (palladium on carbon). Run in C(C)O (ethanol). Run at time 80 minute. Product: Cl.Cl.N1(C=NC=C1)C1=CC=C(N)C=C1 (4-(Imidazol-1-yl)aniline. Dihydrochloride). Isolated yield 96.0%. RXN SMILES: [N:1]1([C:6]2[CH:11]=[CH:10][C:9]([N+:12]([O-])=O)=[CH:8][CH:7]=2)[CH:5]=[CH:4][N:3]=[CH:2]1.O.[ClH:16]>[Pd].C(O)C>[ClH:16].[ClH:16].[N:1]1([C:6]2[CH:11]=[CH:10][C:9]([NH2:12])=[CH:8][CH:7]=2)[CH:5]=[CH:4][N:3]=[CH:2]1 |f:5.6.7|. Procedure details: A mixture of 4-(imidazol-1-yl)nitrobenzene (89.60 g, 0.474 mol) and 10% palladium on carbon (4.50 g) in ethanol (1200 ml) and 5N HCl (189 ml) was hydrogenated in two batches at 40 psi for 80 minutes. Water (450 ml) was then added to dissolve the product and the catalyst was removed by filtration. washing with more water, and the combined filtrates were evaporated in vacuo, using finally a freeze drier, to give 105.4 g (96%) of the title compound as a cream solid. δH (250 MHz, D2O) 7.22 (2H, d, J...